From a dataset of the Open Reaction Database (ORD), a public repository of structured organic reaction records. describe an organic reaction: reactants, conditions, products, and yield Reactants: C(#N)N=C(NCCCNCC1OC2=C(CC1)C=CC=C2)NCC ((±)-N"-cyano-N-[3-[[(3,4-dihydro-2H-1-benzopyran-2yl)methyl]amino]propyl]-N'-ethylguanidine), Cl (hydrochloric acid), CC(C)O (2-propanol). Run in CO (methanol). Yields the product Cl.Cl.O1C(CCC2=C1C=CC=C2)CNCCCNC(=NC(=O)N)NCC ((±)-N-[[[3-[[(3 ,4-dihydro-2H-1-benzopyran-2-yl) methyl]amino]propyl]amino](ethylamino)methylene]urea dihydrochloride). Reaction SMILES: [C:1]([N:3]=[C:4]([NH:21][CH2:22][CH3:23])[NH:5][CH2:6][CH2:7][CH2:8][NH:9][CH2:10][CH:11]1[CH2:16][CH2:15][C:14]2[CH:17]=[CH:18][CH:19]=[CH:20][C:13]=2[O:12]1)#[N:2].[ClH:24].CC([OH:28])C>CO>[ClH:24].[ClH:24].[O:12]1[C:13]2[CH:20]=[CH:19][CH:18]=[CH:17][C:14]=2[CH2:15][CH2:16][CH:11]1[CH2:10][NH:9][CH2:8][CH2:7][CH2:6][NH:5][C:4]([NH:21][CH2:22][CH3:23])=[N:3][C:1]([NH2:2])=[O:28] |f:4.5.6|. Reported procedure: A mixture of 3.1 g (±)-N"-cyano-N-[3-[[(3,4-dihydro-2H-1-benzopyran-2yl)methyl]amino]propyl]-N'-ethylguanidine in a solution of 10 ml hydrochloric acid in 2-propanol and 50 ml methanol was stirred and refluxed for 30 minutes. The solvent was evaporated. The residue was dissolved in water and this mixture was alkalized with aqueous NaOH (10%). This mixture was extracted with CH2Cl2. The organic layer was separated, washed with water, dried (MgSO4), filtered and the solvent was evaporated. The res...